describe an organic reaction: reactants, conditions, products, and yield From a dataset of the Open Reaction Database (ORD), a public repository of structured organic reaction records. Starting materials: ClC1=NOC(=N1)C1CN(CC(C1)C1=CC=C(C=C1)C(F)(F)F)C(=O)N1CCOCC1 ({3-(3-Chloro-1,2,4-oxadiazol-5-yl)-5-[4-(trifluoromethyl)phenyl]piperidin-1-yl}(morpholin-4-yl)methanone), N1CCCCC1 (piperidine). Solvent: C(C)O (ethanol). Conditions: time 2 hour. Product: N1(CCOCC1)C(=O)N1CC(CC(C1)C1=CC=C(C=C1)C(F)(F)F)C1=NC(=NO1)N1CCCCC1 (Morpholin-4-yl{3-[3-(piperidin-1-yl)-1,2,4-oxadiazol-5-yl]-5-[4-(trifluoromethyl)phenyl]piperidin-1-yl}methanone). Reaction SMILES: Cl[C:2]1[N:6]=[C:5]([CH:7]2[CH2:12][CH:11]([C:13]3[CH:18]=[CH:17][C:16]([C:19]([F:22])([F:21])[F:20])=[CH:15][CH:14]=3)[CH2:10][N:9]([C:23]([N:25]3[CH2:30][CH2:29][O:28][CH2:27][CH2:26]3)=[O:24])[CH2:8]2)[O:4][N:3]=1.[NH:31]1[CH2:36][CH2:35][CH2:34][CH2:33][CH2:32]1>C(O)C>[N:25]1([C:23]([N:9]2[CH2:10][CH:11]([C:13]3[CH:18]=[CH:17][C:16]([C:19]([F:22])([F:21])[F:20])=[CH:15][CH:14]=3)[CH2:12][CH:7]([C:5]3[O:4][N:3]=[C:2]([N:31]4[CH2:36][CH2:35][CH2:34][CH2:33][CH2:32]4)[N:6]=3)[CH2:8]2)=[O:24])[CH2:30][CH2:29][O:28][CH2:27][CH2:26]1. Procedure details: To a solution of 100 mg (0.225 mmol) of the oxadiazole from Example 23A in 1.5 ml of ethanol were added 195 mg (2.25 mmol) of piperidine, and then the reaction mixture was stirred in the microwave at 80 for 2 h. The solvent was removed under reduced pressure and the crude product was purified by means of preparative HPLC. Yield: 90.0 mg (80% of theory) Starting materials: N#N (N2), CC=1OC(=C(N1)C(=O)O)C=1C=C(C=CC1)C (2-methyl-5-(m-tolyl)oxazole-4-carboxylic acid), C=1C=CC2=C(C1)N=NN2O (HOBt), C(CCl)Cl (EDC), CCN(C(C)C)C(C)C (DIPEA), COCC=1N=C(OC1)CN1N=CC(=N1)N (2-((4-(methoxymethyl)oxazol-2-yl)methyl)-2H-1,2,3-triazol-4-amine). Reagents/catalysts: CN(C)C=1C=CN=CC1 (DMAP). The solvent is C(Cl)Cl (CH2Cl2), C(Cl)Cl (CH2Cl2), C(Cl)Cl (CH2Cl2). Conditions: time 45 minute. The product is COCC=1N=C(OC1)CN1N=CC(=N1)NC(=O)C=1N=C(OC1C=1C=C(C=CC1)C)C (N-(2-((4-(Methoxymethyl)oxazol-2-yl)methyl)-2H-1,2,3-triazol-4-yl)-2-methyl-5-(m-tolyl)oxazole-4-carboxamide). RXN SMILES: N#N.[CH3:3][C:4]1[O:5][C:6]([C:12]2[CH:13]=[C:14]([CH3:18])[CH:15]=[CH:16][CH:17]=2)=[C:7]([C:9]([OH:11])=O)[N:8]=1.C1C=CC2N(O)N=NC=2C=1.C(Cl)CCl.CCN(C(C)C)C(C)C.[CH3:42][O:43][CH2:44][C:45]1[N:46]=[C:47]([CH2:50][N:51]2[N:55]=[C:54]([NH2:56])[CH:53]=[N:52]2)[O:48][CH:49]=1>C(Cl)Cl.CN(C1C=CN=CC=1)C>[CH3:42][O:43][CH2:44][C:45]1[N:46]=[C:47]([CH2:50][N:51]2[N:55]=[C:54]([NH:56][C:9]([C:7]3[N:8]=[C:4]([CH3:3])[O:5][C:6]=3[C:12]3[CH:13]=[C:14]([CH3:18])[CH:15]=[CH:16][CH:17]=3)=[O:11])[CH:53]=[N:52]2)[O:48][CH:49]=1. Reported procedure: In a flame dried round-bottomed flask equipped with a magnetic stir bar and under inert atmosphere (N2), a solution of 2-methyl-5-(m-tolyl)oxazole-4-carboxylic acid (WO 2009/077990, p. 112) (1.14 g, 5.26 mmol) in CH2Cl2 (30 mL) was treated at rt with DMAP (160 mg, 1.31 mmol), HOBt (854 mg, 6.32 mmol), EDC (2.52 g, 13.15 mmol) and DIPEA (3.60 mL, 21.03 mmol) and the resulting mixture was stirred for 45 min at rt. A solution of 2-((4-(methoxymethyl)oxazol-2-yl)methyl)-2H-1,2,3-triazol-4-amine (1.1...